This data is from the Open Reaction Database (ORD), a public repository of structured organic reaction records. The task is: describe an organic reaction: reactants, conditions, products, and yield As a reaction SMILES: C(OC([N:8]1[C:16]2[C:11](=[CH:12][C:13]([C:18]3[O:22][N:21]=[C:20]([CH3:23])[N:19]=3)=[C:14]([Cl:17])[CH:15]=2)[C:10]([CH3:25])([CH3:24])[CH2:9]1)=O)(C)(C)C>C(O)(C(F)(F)F)=O.C(Cl)Cl>[Cl:17][C:14]1[CH:15]=[C:16]2[C:11]([C:10]([CH3:24])([CH3:25])[CH2:9][NH:8]2)=[CH:12][C:13]=1[C:18]1[O:22][N:21]=[C:20]([CH3:23])[N:19]=1. The product is ClC1=C(C=C2C(CNC2=C1)(C)C)C1=NC(=NO1)C (6-Chloro-3,3-dimethyl-5-(3-methyl-[1,2,4]oxadiazol-5-yl)-2,3-dihydro-1H-indole). Procedure: 6-Chloro-3,3-dimethyl-5-(3-methyl-[1,2,4]oxadiazol-5-yl)-2,3-dihydro-indole-1-carboxylic acid tert-butyl ester (36 mg, 0.11 mmol) was dissolved in 50% TFA in DCM (0.534 mL) and the mixture was stirred for 30 minutes and concentrated. The residue was dissolved in methanol, loaded onto an SCX column and eluted with methanol then 2.0M ammonia in methanol to release the amine and fractions concentrated, to give the title compound (26 mg), MS: [M+H]+=264. Reactants: C(C)(C)(C)OC(=O)N1CC(C2=CC(=C(C=C12)Cl)C1=NC(=NO1)C)(C)C (6-Chloro-3,3-dimethyl-5-(3-methyl-[1,2,4]oxadiazol-5-yl)-2,3-dihydro-indole-1-carboxylic acid tert-butyl ester). The solvent is C(=O)(C(F)(F)F)O (TFA), C(Cl)Cl (DCM). Reaction conditions: time 30 minute. Isolated yield 89.6%.